Dataset: the Open Reaction Database (ORD), a public repository of structured organic reaction records. Task: describe an organic reaction: reactants, conditions, products, and yield Reaction conditions: time 5.5 hour. The solvent is N1=CC=CC=C1 (pyridine). Reported procedure: A solution of 1-[4-(3-amino-1H-pyrazolo[3,4-b]pyridin-6-yl)phenyl]-3-(2-fluoro-5-trifluoromethylphenyl)urea (80.0 mg, 0.186 mmol) in pyridine (2 ml) is cooled to 5° C. under argon and thiophene-3-carboxylic acid chloride (27 mg, 0.186 mmol, 1.0 eq.) is added. The mixture is stirred at ambient temperature for 5.5 h. Another equivalent of thiophene-3-carboxylic acid chloride (27 mg, 0.186 mmol) is added and the mixture is stirred at ambient temperature overnight. The reaction is taken up with wate... Reactants: O (water), NC1=NNC2=NC(=CC=C21)C2=CC=C(C=C2)NC(=O)NC2=C(C=CC(=C2)C(F)(F)F)F (1-[4-(3-amino-1H-pyrazolo[3,4-b]pyridin-6-yl)phenyl]-3-(2-fluoro-5-trifluoromethylphenyl)urea), S1C=C(C=C1)C(=O)Cl (thiophene-3-carboxylic acid chloride), S1C=C(C=C1)C(=O)Cl (thiophene-3-carboxylic acid chloride). As a reaction SMILES: [NH2:1][C:2]1[C:10]2[C:5](=[N:6][C:7]([C:11]3[CH:16]=[CH:15][C:14]([NH:17][C:18]([NH:20][C:21]4[CH:26]=[C:25]([C:27]([F:30])([F:29])[F:28])[CH:24]=[CH:23][C:22]=4[F:31])=[O:19])=[CH:13][CH:12]=3)=[CH:8][CH:9]=2)[NH:4][N:3]=1.[S:32]1[CH:36]=[CH:35][C:34]([C:37](Cl)=[O:38])=[CH:33]1.O>N1C=CC=CC=1>[F:31][C:22]1[CH:23]=[CH:24][C:25]([C:27]([F:28])([F:30])[F:29])=[CH:26][C:21]=1[NH:20][C:18](=[O:19])[NH:17][C:14]1[CH:15]=[CH:16][C:11]([C:7]2[N:6]=[C:5]3[NH:4][N:3]=[C:2]([NH:1][C:37]([C:34]4[CH:35]=[CH:36][S:32][CH:33]=4)=[O:38])[C:10]3=[CH:9][CH:8]=2)=[CH:12][CH:13]=1. Yields the product FC1=C(C=C(C=C1)C(F)(F)F)NC(NC1=CC=C(C=C1)C1=CC=C2C(=N1)NN=C2NC(=O)C2=CSC=C2)=O (Thiophene-3-carboxylic acid (6-{4-[3-(2-fluoro-5-trifluoromethylphenyl)ureido]phenyl}-1H-pyrazolo[3,4-b]pyridin-3-yl)amide). The reactants are CN1CCNCC1 (N-methyl-piperazine), S(=O)(=O)(C1=CC=C(C)C=C1)OCC1=NN=C(N1C=1SC(=CC1C(C1=C(C=CC=C1)Cl)=O)CC)C (3-tosyloxymethyl-4-(3-o-chlorobenzoyl-5-ethyl-2-thienyl)-5-methyl-4H-1,2,4-triazole), C(C(=O)O)(=O)O (oxalic acid). Solvent: C(C)O (ethanol), C(C)O (ethanol). Yields the product C(C(=O)O)(=O)O.C(C(=O)O)(=O)O.CN1CCN(CC1)CC1=NN=C(N1C=1SC(=CC1C(C1=C(C=CC=C1)Cl)=O)CC)C (3-(4-methyl-1-piperazinylmethyl)-4-(3-o-chlorobenzoyl-5-ethyl-2-thienyl)-5-methyl-4H-1,2,4-triazole dioxalate). The yield is 49.8%. RXN SMILES: S(O[CH2:12][C:13]1[N:17]([C:18]2[S:19][C:20]([CH2:32][CH3:33])=[CH:21][C:22]=2[C:23](=[O:31])[C:24]2[CH:29]=[CH:28][CH:27]=[CH:26][C:25]=2[Cl:30])[C:16]([CH3:34])=[N:15][N:14]=1)(C1C=CC(C)=CC=1)(=O)=O.[CH3:35][N:36]1[CH2:41][CH2:40][NH:39][CH2:38][CH2:37]1.[C:42]([OH:47])(=[O:46])[C:43]([OH:45])=[O:44]>C(O)C>[C:42]([OH:47])(=[O:46])[C:43]([OH:45])=[O:44].[C:42]([OH:47])(=[O:46])[C:43]([OH:45])=[O:44].[CH3:35][N:36]1[CH2:41][CH2:40][N:39]([CH2:12][C:13]2[N:17]([C:18]3[S:19][C:20]([CH2:32][CH3:33])=[CH:21][C:22]=3[C:23](=[O:31])[C:24]3[CH:29]=[CH:28][CH:27]=[CH:26][C:25]=3[Cl:30])[C:16]([CH3:34])=[N:15][N:14]=2)[CH2:38][CH2:37]1 |f:4.5.6|. Reported procedure: To a suspension of 7 g of 3-tosyloxymethyl-4-(3-o-chlorobenzoyl-5-ethyl-2-thienyl)-5-methyl-4H-1,2,4-triazole in 100 ml of ethanol is added 2 g of N-methyl-piperazine, and the mixture is refluxed for 5 hours. Aftr the completion of the reaction, the solvent is distilled off and water is added to the residue. The residue is made alkaline with potassium carbonate and extracted with ethyl acetate. The extract is washed with water and dried over anhydrous sodium sulfate. The solvent is distilled off... Reactants: ClC1=C(C=C(C=C1)C1=NOC=C1C(=O)OCC)F (ethyl 3-(4-chloro-3-fluorophenyl)isoxazole-4-carboxylate), [H-].C(C(C)C)[Al+]CC(C)C (diisobutylaluminum hydride), Cl (hydrochloric acid). The solvent is O1CCCC1 (tetrahydrofuran). Run at time 30 minute. Product: ClC1=C(C=C(C=C1)C1=NOC=C1CO)F (3-(4-chloro-3-fluorophenyl)-4-isoxazolylmethanol). Isolated yield 96.3%. RXN SMILES: [Cl:1][C:2]1[CH:7]=[CH:6][C:5]([C:8]2[C:12]([C:13](OCC)=[O:14])=[CH:11][O:10][N:9]=2)=[CH:4][C:3]=1[F:18].[H-].C([Al+]CC(C)C)C(C)C.Cl>O1CCCC1>[Cl:1][C:2]1[CH:7]=[CH:6][C:5]([C:8]2[C:12]([CH2:13][OH:14])=[CH:11][O:10][N:9]=2)=[CH:4][C:3]=1[F:18] |f:1.2|. Procedure details: To a solution of ethyl 3-(4-chloro-3-fluorophenyl)isoxazole-4-carboxylate (12.00 g) in tetrahydrofuran (100 ml) was gently added diisobutylaluminum hydride (1.0 M tetrahydrofuran solution, 100 ml) at 0° C. and the mixture was stirred at room temperature for 30 min. The reaction mixture was poured into dilute hydrochloric acid, and the mixture was extracted with ethyl acetate. The ethyl acetate layer was washed with saturated brine, dried (MgSO4) and concentrated to give 3-(4-chloro-3-fluoropheny... The reactants are OBO, CC(=O)N(C)c1ccc(Br)cc1, COc1ccccc1CNC1CCC(N(C)C(=O)OC(C)(C)C)CC1. Yields the product COc1ccc(-c2ccc(N(C)C(C)=O)cc2)cc1CNC1CCC(N(C)C(=O)OC(C)(C)C)CC1. RXN SMILES: [BH:1]([OH:2])[OH:3].[Br:29][c:30]1[cH:31][cH:32][c:33]([N:36]([C:37]([CH3:38])=[O:39])[CH3:40])[cH:34][cH:35]1.[C:4](=[O:5])([O:6][C:7]([CH3:8])([CH3:9])[CH3:10])[N:11]([CH:12]1[CH2:13][CH2:14][CH:15]([NH:18][CH2:19][c:20]2[cH:21][cH:22][cH:23][cH:24][c:25]2[O:26][CH3:27])[CH2:16][CH2:17]1)[CH3:28]>>[C:4](=[O:5])([O:6][C:7]([CH3:8])([CH3:9])[CH3:10])[N:11]([CH:12]1[CH2:13][CH2:14][CH:15]([NH:18][CH2:19][c:20]2[cH:21][c:22](-[c:30]3[cH:31][cH:32][c:33]([N:36]([C:37]([CH3:38])=[O:39])[CH3:40])[cH:34][cH:35]3)[cH:23][cH:24][c:25]2[O:26][CH3:27])[CH2:16][CH2:17]1)[CH3:28]. Yields the product C(C)(C)(C)OC(NC1(CC(C1)(C)O)C1=CC=C(C=C1)C1=C(C(=C2C=NC=3N(C2=N1)N=C(C3)C)C)C3=CC=CC=C3)=O ({1-[4-(2,6-Dimethyl-7-phenyl-1,4,9,9b-tetraaza-cyclopenta[a]naphthalen-8-yl)-phenyl]-3-hydroxy-3-methyl-cyclobutyl}-carbamic acid tert-butyl ester). Solvent: O1CCOCC1 (dioxane). Reaction SMILES: [C:1]([O:5][C:6](=[O:41])[NH:7][C:8]1([C:14]2[CH:19]=[CH:18][C:17]([C:20]3[N:29]=[C:28]4[C:23]([CH:24]=[N:25][C:26]5[N:27]4[N:30]=[C:31]([CH3:33])[CH:32]=5)=[C:22](Cl)[C:21]=3[C:35]3[CH:40]=[CH:39][CH:38]=[CH:37][CH:36]=3)=[CH:16][CH:15]=2)[CH2:11][C:10]([OH:13])([CH3:12])[CH2:9]1)([CH3:4])([CH3:3])[CH3:2].[CH3:42]B(O)O.C([O-])([O-])=O.[Cs+].[Cs+]>C1C=CC(P(C2C=CC=CC=2)[C-]2C=CC=C2)=CC=1.C1C=CC(P(C2C=CC=CC=2)[C-]2C=CC=C2)=CC=1.Cl[Pd]Cl.[Fe+2].C(Cl)Cl.O1CCOCC1>[C:1]([O:5][C:6](=[O:41])[NH:7][C:8]1([C:14]2[CH:19]=[CH:18][C:17]([C:20]3[N:29]=[C:28]4[C:23]([CH:24]=[N:25][C:26]5[N:27]4[N:30]=[C:31]([CH3:33])[CH:32]=5)=[C:22]([CH3:42])[C:21]=3[C:35]3[CH:40]=[CH:39][CH:38]=[CH:37][CH:36]=3)=[CH:16][CH:15]=2)[CH2:11][C:10]([OH:13])([CH3:12])[CH2:9]1)([CH3:4])([CH3:3])[CH3:2] |f:2.3.4,5.6.7.8.9|. Procedure details: A 20 ml scintillation vial containing Compound (20-4) (40 mg, 0.07 mmol, 1 eq.), methylboronic acid (84 mg, 1.4 mmol, 2 eq.), Cs2CO3 (226 mg, 0.70 mmol, 1 eq.), and dioxane (5.0 ml) was evacuated and flushed three times with nitrogen. Then PdCl2(dppf)-CH2Cl2 (24 mg, 0.03 mmol, 0.5 eq.) was added and the resulting solution was evacuated and flushed three times with nitrogen. The mixture was heated at 80° C. for 2.5 h. Then it was allowed to cool. The solvent was removed in vacuo. The residue was ... Run at temperature 80 celsius. The reagents and catalysts are C1=CC=C(C=C1)P([C-]2C=CC=C2)C3=CC=CC=C3.C1=CC=C(C=C1)P([C-]2C=CC=C2)C3=CC=CC=C3.Cl[Pd]Cl.[Fe+2].C(Cl)Cl (PdCl2(dppf) CH2Cl2). Reactants: C(C)(C)(C)OC(NC1(CC(C1)(C)O)C1=CC=C(C=C1)C1=C(C(=C2C=NC=3N(C2=N1)N=C(C3)C)Cl)C3=CC=CC=C3)=O ({1-[4-(6-Chloro-2-methyl-7-phenyl-1,4,9,9b-tetraaza-cyclopenta[a]naphthalen-8-yl)-phenyl]-3-hydroxy-3-methyl-cyclobutyl}-carbamic acid tert-butyl ester), CB(O)O (methylboronic acid), C(=O)([O-])[O-].[Cs+].[Cs+] (Cs2CO3). The reactants are NC1=NC=NC2=C1C(N(CCO2)C2=CC=C(C=C2)I)=O (4-amino-6-(4-iodophenyl)-7,8-dihydropyrimido[5,4-f][1,4]oxazepin-5(6H)-one), COC(CC1CC=C(CC1)B1OC(C(O1)(C)C)(C)C)=O (methyl[4-(4,4,5,5-tetramethyl-1,3,2-dioxaborolan-2-yl)cyclohex-3-en-1-yl]acetate), C([O-])([O-])=O.[Cs+].[Cs+] (cesium carbonate). Reagents/catalysts: C1(=CC=CC=C1)P(C1=CC=CC=C1)C1=CC=CC=C1.C1(=CC=CC=C1)P(C1=CC=CC=C1)C1=CC=CC=C1.C1(=CC=CC=C1)P(C1=CC=CC=C1)C1=CC=CC=C1.C1(=CC=CC=C1)P(C1=CC=CC=C1)C1=CC=CC=C1.[Pd] (palladium tetrakis(triphenyl-phosphine)). Solvent: COCCOC (1,2-dimethoxyethane). Yields the product NC1=NC=NC2=C1C(N(CCO2)C2=CC=C(C=C2)C2=CCC(CC2)CC(=O)OC)=O (Methyl(+)-{4-[4-(4-Amino-5-oxo-7,8-dihydropyrimido[5,4-f][1,4]oxazepin-6(5H)-yl)phenyl]cyclohex-3-en-1-yl}acetate). Reaction SMILES: [NH2:1][C:2]1[C:7]2[C:8](=[O:20])[N:9]([C:13]3[CH:18]=[CH:17][C:16](I)=[CH:15][CH:14]=3)[CH2:10][CH2:11][O:12][C:6]=2[N:5]=[CH:4][N:3]=1.[CH3:21][O:22][C:23](=[O:40])[CH2:24][CH:25]1[CH2:30][CH2:29][C:28](B2OC(C)(C)C(C)(C)O2)=[CH:27][CH2:26]1.C(=O)([O-])[O-].[Cs+].[Cs+]>COCCOC.C1(P(C2C=CC=CC=2)C2C=CC=CC=2)C=CC=CC=1.C1(P(C2C=CC=CC=2)C2C=CC=CC=2)C=CC=CC=1.C1(P(C2C=CC=CC=2)C2C=CC=CC=2)C=CC=CC=1.C1(P(C2C=CC=CC=2)C2C=CC=CC=2)C=CC=CC=1.[Pd]>[NH2:1][C:2]1[C:7]2[C:8](=[O:20])[N:9]([C:13]3[CH:18]=[CH:17][C:16]([C:28]4[CH2:29][CH2:30][CH:25]([CH2:24][C:23]([O:22][CH3:21])=[O:40])[CH2:26][CH:27]=4)=[CH:15][CH:14]=3)[CH2:10][CH2:11][O:12][C:6]=2[N:5]=[CH:4][N:3]=1 |f:2.3.4,6.7.8.9.10|. Reported procedure: A stirred solution of 4-amino-6-(4-iodophenyl)-7,8-dihydropyrimido[5,4-f][1,4]oxazepin-5(6H)-one (40 mg, 0.10 mmol), methyl[4-(4,4,5,5-tetramethyl-1,3,2-dioxaborolan-2-yl)cyclohex-3-en-1-yl]acetate (38 mg, 0.14 mmol), cesium carbonate (42 mg, 0.28 mmol) and palladium tetrakis(triphenyl-phosphine) (6 mg, 0.005 mmol) in 1,2-dimethoxyethane (1.0 mL) was heated at 100° C. for 18 hours. The reaction mixture was cooled, concentrated and chromatographed to afford a white solid, 19 mg. IC50 84.3 nM. Reactants: C(C)(=O)O[BH-](OC(C)=O)OC(C)=O.[Na+] (Sodium triacetoxyborohydride), C12C=3C=C(C=CC3CC(CC1)N2)NC2=NC=C(C(=N2)NC2=C(C(=O)NC)C=CC=C2)Cl (2-[2-(12-aza-tricyclo[7.2.1.0*2,7*]dodeca-2(7),3,5-trien-4-ylamino)-5-chloro-pyrimidin-4-ylamino]-N-methyl-benzamide), CC(=O)C (acetone), ClC(C)Cl (dichloroethane). The reagents and catalysts are C(C)(=O)O (acetic acid). Run at time 18 hour. Product: ClC=1C(=NC(=NC1)NC1=CC=2C3CCC(CC2C=C1)N3C(C)C)NC3=C(C(=O)NC)C=CC=C3 (2-[5-Chloro-2-(12-isopropyl-12-aza-tricyclo[7.2.1.0*2,7*]dodeca-2(7),3,5-trien-4-ylamino)-pyrimidin-4-ylamino]-N-methyl-benzamide). The yield is 81.1%. Reaction SMILES: C(O[BH-](OC(=O)C)OC(=O)C)(=O)C.[Na+].[CH:15]12[NH:26][CH:23]([CH2:24][CH2:25]1)[CH2:22][C:21]1[CH:20]=[CH:19][C:18]([NH:27][C:28]3[N:33]=[C:32]([NH:34][C:35]4[CH:44]=[CH:43][CH:42]=[CH:41][C:36]=4[C:37]([NH:39][CH3:40])=[O:38])[C:31]([Cl:45])=[CH:30][N:29]=3)=[CH:17][C:16]2=1.[CH3:46][C:47]([CH3:49])=O.ClC(Cl)C>C(O)(=O)C>[Cl:45][C:31]1[C:32]([NH:34][C:35]2[CH:44]=[CH:43][CH:42]=[CH:41][C:36]=2[C:37]([NH:39][CH3:40])=[O:38])=[N:33][C:28]([NH:27][C:18]2[CH:19]=[CH:20][C:21]3[CH2:22][CH:23]4[N:26]([CH:47]([CH3:49])[CH3:46])[CH:15]([CH2:25][CH2:24]4)[C:16]=3[CH:17]=2)=[N:29][CH:30]=1 |f:0.1|. Reported procedure: Sodium triacetoxyborohydride (100 mg, 0.47 mmol) was added to a solution of 2-[2-(12-aza-tricyclo[7.2.1.0*2,7*]dodeca-2(7),3,5-trien-4-ylamino)-5-chloro-pyrimidin-4-ylamino]-N-methyl-benzamide (100 mg, 0.23 mmol), acetone (0.034 mL, 0.47 mmol), acetic acid (1 drop) and dichloroethane (5 mL). The reaction was stirred at room temperature for 18 h. The reaction was then quenched with saturated aqueous NaHCO3 (5 mL), extracted with CH2Cl2 (2×5 mL), dried over MgSO4, filtered, and concentrated to aff... Starting materials: OC1C=C(C(C1)=O)CC1=CC(=CC=C1)OCC1=CC=CC=C1 (4-Hydroxy-2-(3-Benzyloxybenzyl)cyclopent-2-enone), C(C)(=O)OC=C (vinyl acetate). Solvent: CC(=O)CC(C)C (isobutyl methyl ketone). Conditions: time 1 day. Product: C(C)(=O)O[C@H]1C=C(C(C1)=O)CC1=CC(=CC=C1)OCC1=CC=CC=C1 ((R)-3-(3-benzyloxybenzyl)-4-oxocyclopent-2-enyl acetate). Yield: 38.0%. Reaction SMILES: [OH:1][CH:2]1[CH2:6][C:5](=[O:7])[C:4]([CH2:8][C:9]2[CH:14]=[CH:13][CH:12]=[C:11]([O:15][CH2:16][C:17]3[CH:22]=[CH:21][CH:20]=[CH:19][CH:18]=3)[CH:10]=2)=[CH:3]1.[C:23](OC=C)(=[O:25])[CH3:24]>CC(CC(C)C)=O>[C:23]([O:1][C@@H:2]1[CH2:6][C:5](=[O:7])[C:4]([CH2:8][C:9]2[CH:14]=[CH:13][CH:12]=[C:11]([O:15][CH2:16][C:17]3[CH:22]=[CH:21][CH:20]=[CH:19][CH:18]=3)[CH:10]=2)=[CH:3]1)(=[O:25])[CH3:24]. Procedure details: 4-Hydroxy-2-(3-Benzyloxybenzyl)cyclopent-2-enone (5.73 g, 19.48 mmol) was dissolved in isobutyl methyl ketone (60 mL), and vinyl acetate (11.2 g, 13.01 mmol) and Lipase derived from Alculigenese spp (0.6 g) was added to the solution, and the mixture was stirred at room temperature for 1 day. The reaction mixture was filtered to remove Lipase and the filtrate was evaporated. The resulting residue was purified by chromatography on a silica gel column using hexane-EtOAc as eluent to give the (R)-3-...